This data is from the Open Reaction Database (ORD), a public repository of structured organic reaction records. The task is: describe an organic reaction: reactants, conditions, products, and yield Reactants: IC (iodomethane), O (H2O), C(C)OC(=O)C1CCN(CCC1=O)C(=O)OC(C)(C)C (5-oxo-azepane-1,4-dicarboxylic acid 1-tert-butyl ester 4-ethyl ester), solution, C(C)(C)[N-]C(C)C.[Li+] (lithium diisopropylamide). Solvent: C1CCOC1 (THF), CCCCCCC.C1CCOC1 (heptane THF). Run at temperature -78 celsius, time 30 minute. Yields the product C(C)OC(=O)C1CCN(CC(C1=O)C)C(=O)OC(C)(C)C (6-Methyl-5-oxo-azepane-1,4-dicarboxylic acid 1-tert-butyl ester 4-ethyl ester). Reaction SMILES: [CH2:1]([O:3][C:4]([CH:6]1[C:12](=[O:13])[CH2:11][CH2:10][N:9]([C:14]([O:16][C:17]([CH3:20])([CH3:19])[CH3:18])=[O:15])[CH2:8][CH2:7]1)=[O:5])[CH3:2].[CH:21]([N-]C(C)C)(C)C.[Li+].IC.O>C1COCC1.CCCCCCC.C1COCC1>[CH2:1]([O:3][C:4]([CH:6]1[C:12](=[O:13])[CH:11]([CH3:21])[CH2:10][N:9]([C:14]([O:16][C:17]([CH3:19])([CH3:18])[CH3:20])=[O:15])[CH2:8][CH2:7]1)=[O:5])[CH3:2] |f:1.2,6.7|. Reported procedure: To 2 g (7.01 mmol) 5-oxo-azepane-1,4-dicarboxylic acid 1-tert-butyl ester 4-ethyl ester (route 1 step a) in 25 mL anhydrous THF at −78° C. was added 9.7 mL (17.46 mmol) of a 1.8 M solution of lithium diisopropylamide in heptane/THF dropwise under an atmosphere of nitrogen. The reaction mixture was stirred at −78° C. for 30 minutes and then warmed up to 0° C. 0.48 mL (7.70 mmol) iodomethane was added at 0° C. and the reaction was left to warm up to room temperature over a period of 2 hours. 100 m... Starting materials: OCC1(CN2CCC1CC2)O (3-hydroxymethyl-3-quinuclidinol), C(C)=O (acetaldehyde), [H-].[Al+3].[Li+].[H-].[H-].[H-] (lithium aluminum hydride), O1CCCC1.C(=O)(OC)C1(CN2CCC1CC2)O (3-carbomethoxy-3-quinuclidinol tetrahydrofuran), B(F)(F)F (boron trifluoride), [OH-].[K+] (potassium hydroxide), [OH-].[Na+] (sodium hydroxide), B(F)(F)F (boron trifluoride). The solvent is C(Cl)Cl (methylene chloride), O (water), O1CCCC1 (tetrahydrofuran), C(C)(=O)OCC (ethyl acetate), O (water). Reaction conditions: temperature 0 celsius. Product: CC1OCC2(O1)CN3CCC2CC3 (2-Methyl spiro (1,3-dioxolane-4,3')Quinuclidine). RXN SMILES: [H-].[Al+3].[Li+].[H-].[H-].[H-].O1CCC[CH2:8]1.[C:12]([C:16]1([OH:24])[CH:21]2[CH2:22][CH2:23][N:18]([CH2:19][CH2:20]2)[CH2:17]1)([O:14][CH3:15])=O.[OH-].[Na+].OCC1(O)C2CCN(CC2)C1.C(=O)C.B(F)(F)F.[OH-].[K+]>O1CCCC1.C(Cl)Cl.O.C(OCC)(=O)C>[CH3:8][CH:15]1[O:24][C:16]2([CH:21]3[CH2:22][CH2:23][N:18]([CH2:19][CH2:20]3)[CH2:17]2)[CH2:12][O:14]1 |f:0.1.2.3.4.5,6.7,8.9,13.14|. Procedure: To a stirred suspension of 17.5 g. lithium aluminum hydride in 100 ml dry tetrahydrofuran there was added during 1 hour a solution of 3-carbomethoxy-3-quinuclidinol tetrahydrofuran, 50 g in 100 ml. This was prepared according to Grob. Helv. Chim. Acta, 37, 1689 (1954). The reaction mixture was refluxed during 41/2 hours, treated with 20 ml ethyl acetate under nitrogen, then with water (17 ml) then with 15% aqueous sodium hydroxide (17 ml.), and again with water, 51 ml. The resulting mixture was ... Starting materials: [Co] (cobalt), S(=O)(=O)(O)O.C(CCCCC)=N (hexammine sulphate), S(=O)(=O)([O-])[O-].[NH4+].[NH4+] (ammonium sulphate), [Co+3] (cobalt (III)). Yields the product S(=O)(=O)([O-])[O-].C(CCCCC)=N.[Co+3].S(=O)(=O)([O-])[O-].S(=O)(=O)([O-])[O-].[Co+3] (cobalt (III) hexammine sulphate), Co. Reaction SMILES: [Co:1].[S:2]([OH:6])([OH:5])(=[O:4])=[O:3].[CH:7](=[NH:13])[CH2:8][CH2:9][CH2:10][CH2:11][CH3:12].[S:14]([O-:18])([O-:17])(=[O:16])=[O:15].[NH4+].[NH4+].[Co+3]>>[S:2]([O-:6])([O-:5])(=[O:4])=[O:3].[CH:7](=[NH:13])[CH2:8][CH2:9][CH2:10][CH2:11][CH3:12].[Co+3:1].[S:14]([O-:18])([O-:17])(=[O:16])=[O:15].[S:2]([O-:6])([O-:5])(=[O:4])=[O:3].[Co+3:1] |f:1.2,3.4.5,7.8.9.10.11.12|. Procedure details: In a process for producing cobalt metal powder from nickel-cobalt sulphides comprising leaching said nickel-cobalt sulphides in an ammoniacal ammonium sulphate solution under an elevated pressure of an oxygen bearing gas, at a temperature of at least 80° C., with an effective ammonia to metals mole ratio in the range of 5:1 to 6.5:1 to oxidize the nickel and cobalt sulphides to sulphates, and to produce an ammoniacal ammonium sulphate leach liquor in which dissolved cobalt is predominantly in th... Reactants: CC(=O)OC(C)=O, ClCCl, COc1ccc(Oc2cccc3ncnc(N)c23)cc1, c1ccncc1. Yields the product COc1ccc(Oc2cccc3ncnc(NC(C)=O)c23)cc1. RXN SMILES: [CH3:30][C:31](=[O:32])[O:33][C:34](=[O:35])[CH3:36].[Cl:27][CH2:28][Cl:29].[NH2:1][c:2]1[n:3][cH:4][n:5][c:6]2[cH:7][cH:8][cH:9][c:10]([O:12][c:13]3[cH:14][cH:15][c:16]([O:19][CH3:20])[cH:17][cH:18]3)[c:11]12.[n:21]1[cH:22][cH:23][cH:24][cH:25][cH:26]1>>[NH:1]([c:2]1[n:3][cH:4][n:5][c:6]2[cH:7][cH:8][cH:9][c:10]([O:12][c:13]3[cH:14][cH:15][c:16]([O:19][CH3:20])[cH:17][cH:18]3)[c:11]12)[C:31]([CH3:30])=[O:32].